Dataset: the Open Reaction Database (ORD), a public repository of structured organic reaction records. Task: describe an organic reaction: reactants, conditions, products, and yield The reactants are NC(C(O)C1=CC=C(C=C1)F)CC1=CC=C(C=C1)F ((1RS,2SR)-2-amino-1,3-bis(4-fluorophenyl)-1-propanol), C1(=CC=CC2=CC=CC=C12)C(=O)Cl (1-naphthoyl chloride), C(O)([O-])=O.[Na+] (sodium hydrogen carbonate). Run in C(C)(=O)OCC (ethyl acetate), O (water). Reaction conditions: time 8 hour. The product is FC1=CC=C(C=C1)C(C(CC1=CC=C(C=C1)F)NC(=O)C1=CC=CC2=CC=CC=C12)O (N-((1RS,2SR)-2-(4-fluorophenyl)-1-((4-fluorophenyl)methyl)-2-hydroxyethyl)-1-naphthalenecarboxamide). Yield: 72.1%. RXN SMILES: [NH2:1][CH:2]([CH2:12][C:13]1[CH:18]=[CH:17][C:16]([F:19])=[CH:15][CH:14]=1)[CH:3]([C:5]1[CH:10]=[CH:9][C:8]([F:11])=[CH:7][CH:6]=1)[OH:4].[C:20]1([C:30](Cl)=[O:31])[C:29]2[C:24](=[CH:25][CH:26]=[CH:27][CH:28]=2)[CH:23]=[CH:22][CH:21]=1.C(=O)([O-])O.[Na+]>C(OCC)(=O)C.O>[F:11][C:8]1[CH:7]=[CH:6][C:5]([CH:3]([OH:4])[CH:2]([NH:1][C:30]([C:20]2[C:29]3[C:24](=[CH:25][CH:26]=[CH:27][CH:28]=3)[CH:23]=[CH:22][CH:21]=2)=[O:31])[CH2:12][C:13]2[CH:14]=[CH:15][C:16]([F:19])=[CH:17][CH:18]=2)=[CH:10][CH:9]=1 |f:2.3|. Procedure details: To a solution of (1RS,2SR)-2-amino-1,3-bis(4-fluorophenyl)-1-propanol (450 mg, 1.71 mmol) in ethyl acetate (15 ml) were added 1-naphthoyl chloride (386 ml, 2.56 mmol) and saturated aqueous sodium hydrogen carbonate (15 ml) and the mixture was stirred overnight at room temperature. The reaction solution was diluted with water (100 ml) and extracted with ethyl acetate (100 ml×2). The extract was washed with saturated brine, dried over anhydrous magnesium sulfate and evaporated under reduced pressu... The reactants are BrC1=CC=C(C=C1)N1C(NN=C1C)=O (4-(4-bromophenyl)-5-methyl-2,4-dihydro-3H-1,2,4-triazol-3-one), BrC1=CC=C(C=C1)N1C(NN=C1C)=O (4-(4-bromophenyl)-5-methyl-2,4-dihydro-3H-1,2,4-triazol-3-one), CC(C)(C(CC(C(C)(C)C)=O)=O)C (2,2,6,6-tetramethyl-3,5-heptanedione), C([O-])([O-])=O.[Cs+].[Cs+] (cesium carbonate), C(C)OC=1C=C(C=CC1)O (3-ethoxyphenol). The reagents and catalysts are [Cu](Cl)Cl (copper chloride). Run in CN1CCCC1=O (NMP). Product: C(C)OC=1C=C(C=CC1)OC1=CC=C(C=C1)N1C(NN=C1C)=O (4-(4-{[3-(ethyloxy)phenyl]oxy}phenyl)-5-methyl-2,4-dihydro-3H-1,2,4-triazol-3-one). Yield: 6.6%. As a reaction SMILES: C(=O)([O-])[O-].[Cs+].[Cs+].[CH2:7]([O:9][C:10]1[CH:11]=[C:12]([OH:16])[CH:13]=[CH:14][CH:15]=1)[CH3:8].Br[C:18]1[CH:23]=[CH:22][C:21]([N:24]2[C:28]([CH3:29])=[N:27][NH:26][C:25]2=[O:30])=[CH:20][CH:19]=1.CC(C)(C(=O)CC(=O)C(C)(C)C)C>CN1C(=O)CCC1.[Cu](Cl)Cl>[CH2:7]([O:9][C:10]1[CH:11]=[C:12]([O:16][C:18]2[CH:19]=[CH:20][C:21]([N:24]3[C:28]([CH3:29])=[N:27][NH:26][C:25]3=[O:30])=[CH:22][CH:23]=2)[CH:13]=[CH:14][CH:15]=1)[CH3:8] |f:0.1.2|. Procedure details: To cesium carbonate (641 mg, 1.968 mmol, 2 equiv) was added 3-ethoxyphenol (272 mg, 1.968 mmol, 2 equiv) in 4 mL of NMP. The reaction mixture was degassed and filled with nitrogen 3 times (3 cycles vacuum/nitrogen). 4-(4-bromophenyl)-5-methyl-2,4-dihydro-3H-1,2,4-triazol-3-one (Intermediate 22, 250 mg, 0.984 mg, 1 equiv), 2,2,6,6-tetramethyl-3,5-heptanedione (18 mg, 0.098 mmol, 0.1 equiv) and copper chloride (58 mg, 0.590 mmol, 0.6 equiv) were added. The reaction mixture was degassed and filled ... The reactants are ClC(C(=O)OCC)C(C(F)(F)F)=O (ethyl 2-chloro-3-keto-4,4,4-trifluorobutyrate), COC=1C=C(C=CC1N1C=NC(=C1)C)NC(=S)N ([3-methoxy-4-(4-methyl-imidazol-1-yl)-phenyl]-thiourea). The product is C(C)OC(=O)C1=C(N=C(S1)NC1=CC(=C(C=C1)N1C=NC(=C1)C)OC)C(F)(F)F (2-[3-methoxy-4-(4-methyl-imidazol-1-yl)-phenylamino]-4-trifluoromethyl-thiazole-5-carboxylic acid ethyl ester). The yield is 24.2%. Reaction SMILES: Cl[CH:2]([C:8](=O)[C:9]([F:12])([F:11])[F:10])[C:3]([O:5][CH2:6][CH3:7])=[O:4].[CH3:14][O:15][C:16]1[CH:17]=[C:18]([NH:28][C:29]([NH2:31])=[S:30])[CH:19]=[CH:20][C:21]=1[N:22]1[CH:26]=[C:25]([CH3:27])[N:24]=[CH:23]1>>[CH2:6]([O:5][C:3]([C:2]1[S:30][C:29]([NH:28][C:18]2[CH:19]=[CH:20][C:21]([N:22]3[CH:26]=[C:25]([CH3:27])[N:24]=[CH:23]3)=[C:16]([O:15][CH3:14])[CH:17]=2)=[N:31][C:8]=1[C:9]([F:12])([F:11])[F:10])=[O:4])[CH3:7]. Reported procedure: The title compound was prepared in analogy to example 1 step e) from 76 mg (0.33 mmol) ethyl 2-chloro-3-keto-4,4,4-trifluorobutyrate and 79 mg (0.3 mmol) [3-methoxy-4-(4-methyl-imidazol-1-yl)-phenyl]-thiourea. The reaction was refluxed for 5 days. The crude product was purified on silica gel with methylene chloride/methanol 9/1. The crude product was stirred with methylene chloride/diethyl ether. The precipitate was filtered off and dried to yield 31 mg (24%) of 2-[3-methoxy-4-(4-methyl-imidazol... Starting materials: ClC=1C(=NC2=CC=CC=C2N1)NS(=O)(=O)C=1N=CN(C1)C (N-(3-chloroquinoxalin-2-yl)-1-methyl-1H-imidazole-4-sulfonamide), C(C)(C)(C)OC(=O)N1CCC(CC1)CC1=C(C=C(C=C1)OC)N (4-(2-amino-4-methoxy-benzyl)-piperidine-1-carboxylic acid tert-butyl ester), CCO (EtOH), CC(=O)O (AcOH). Solvent: O (water). Run at temperature 90 celsius. Yields the product COC=1C=CC(=C(C1)NC=1C(=NC2=CC=CC=C2N1)NS(=O)(=O)C=1N=CN(C1)C)CC1CCNCC1 (N-(3-{[5-methoxy-2-(piperidin-4-ylmethyl)phenyl]amino}quinoxalin-2-yl)-1-methyl-1H-imidazole-4-sulfonamide). Isolated yield 34.6%. RXN SMILES: Cl[C:2]1[C:3]([NH:12][S:13]([C:16]2[N:17]=[CH:18][N:19]([CH3:21])[CH:20]=2)(=[O:15])=[O:14])=[N:4][C:5]2[C:10]([N:11]=1)=[CH:9][CH:8]=[CH:7][CH:6]=2.C(OC([N:29]1[CH2:34][CH2:33][CH:32]([CH2:35][C:36]2[CH:41]=[CH:40][C:39]([O:42][CH3:43])=[CH:38][C:37]=2[NH2:44])[CH2:31][CH2:30]1)=O)(C)(C)C.CCO.CC(O)=O>O>[CH3:43][O:42][C:39]1[CH:40]=[CH:41][C:36]([CH2:35][CH:32]2[CH2:33][CH2:34][NH:29][CH2:30][CH2:31]2)=[C:37]([NH:44][C:2]2[C:3]([NH:12][S:13]([C:16]3[N:17]=[CH:18][N:19]([CH3:21])[CH:20]=3)(=[O:15])=[O:14])=[N:4][C:5]3[C:10]([N:11]=2)=[CH:9][CH:8]=[CH:7][CH:6]=3)[CH:38]=1. Procedure: N-(3-chloroquinoxalin-2-yl)-1-methyl-1H-imidazole-4-sulfonamide (1 g; 3.1 mmol; 1 eq) and 4-(2-amino-4-methoxy-benzyl)-piperidine-1-carboxylic acid tert-butyl ester (1.1 g; 3.4 mmol; 1.1 eq) are suspended in water (12.5 mL) and EtOH (12.5 mL) then AcOH (2.5 mL) is added. The resulting suspension is heated up to 90° C. for 3 days. Boc deprotection occurs during the reaction. The solvents are evaporated under reduced pressure and the resulting oily brown residue is taken up in water. An excess tri... Reactants: ClC=1C(=C(C=CC1)CO)F ((3-chloro-2-fluoro-phenyl)-methanol), P(Br)(Br)Br (PBr3). Run in C(Cl)Cl (DCM). Conditions: time 1 hour. The product is BrCC1=C(C(=CC=C1)Cl)F (1-Bromomethyl-3-chloro-2-fluoro-benzene). RXN SMILES: [Cl:1][C:2]1[C:3]([F:10])=[C:4]([CH2:8]O)[CH:5]=[CH:6][CH:7]=1.P(Br)(Br)[Br:12]>C(Cl)Cl>[Br:12][CH2:8][C:4]1[CH:5]=[CH:6][CH:7]=[C:2]([Cl:1])[C:3]=1[F:10]. Reported procedure: To a solution of (3-chloro-2-fluoro-phenyl)-methanol (3.2 g, 20 mmol) in DCM (20 mL) was added dropwise PBr3 (1 mL) at 0° C. The reaction mixture was stirred at room temperature for another 1 hour before quenching with satd. aq. NaHCO3 solution. The organic layer was washed with brine, dried over anhy. Na2SO4, filtered and concentrated in vacuo to give the desired product without further purification (4.1 g, 92%). MS: 223.2 (M+H)+. Reactants: BrC1=CC(=CC=C1)C#C[Si](C)(C)C (1-bromo-3-trimethylsilylethynylbenzene), [OH-].[K+] (potassium hydroxide). The solvent is CO (methanol), O (water), O (water). The product is BrC1=CC(=CC=C1)C=C (1-bromo-3-ethenylbenzene). The yield is 87.7%. Reaction SMILES: [Br:1][C:2]1[CH:7]=[CH:6][CH:5]=[C:4]([C:8]#[C:9][Si](C)(C)C)[CH:3]=1.[OH-].[K+]>CO.O>[Br:1][C:2]1[CH:7]=[CH:6][CH:5]=[C:4]([CH:8]=[CH2:9])[CH:3]=1 |f:1.2|. Procedure details: To a solution of 1-bromo-3-trimethylsilylethynylbenzene (20.5 g, 81.0 mmol) in degassed methanol (500 ml), there was added potassium hydroxide (31 mg, 0.55 mmol) in water (1 ml). The solution was stirred at room temperature until G.C. analysis indicated the reaction was complete (5.0 h). The reaction mixture was diluted with an equal volume of water, and extracted with n-pentane (5×500 ml). The combined organic layers were dried (MgSO4) and the solvent removed under reduced pressure to yield a y... The reactants are BrCC1OCCO1, CCCCN, [Na+], [OH-], O. Yields the product CCCCNCC1OCCO1. As a reaction SMILES: [Br:1][CH2:2][CH:3]1[O:4][CH2:5][CH2:6][O:7]1.[CH2:8]([CH2:9][CH2:10][CH3:11])[NH2:12].[Na+:14].[OH-:13].[OH2:15]>>[CH2:2]([CH:3]1[O:4][CH2:5][CH2:6][O:7]1)[NH:12][CH2:8][CH2:9][CH2:10][CH3:11].